Dataset: the Open Reaction Database (ORD), a public repository of structured organic reaction records. Task: describe an organic reaction: reactants, conditions, products, and yield RXN SMILES: [BH4-:1].[CH3:24][CH2:25][OH:26].[Cl:3][c:4]1[cH:5][c:6]([CH:11]([CH2:12][CH:13]=[O:14])[CH2:15][n:16]2[cH:17][n:18][cH:19][cH:20]2)[cH:7][cH:8][c:9]1[Cl:10].[ClH:21].[Na+:23].[Na+:2].[OH-:22].[OH2:27]>>[Cl:3][c:4]1[cH:5][c:6]([CH:11]([CH2:12][CH2:13][OH:14])[CH2:15][n:16]2[cH:17][n:18][cH:19][cH:20]2)[cH:7][cH:8][c:9]1[Cl:10]. The product is OCCC(Cn1ccnc1)c1ccc(Cl)c(Cl)c1. The reactants are [BH4-], CCO, O=CCC(Cn1ccnc1)c1ccc(Cl)c(Cl)c1, Cl, [Na+], [Na+], [OH-], O. The reactants are C(C)N(C(C(=O)[O-])=O)C=1C(=C(C2=C(C(CO2)C2=CC=C(C=C2)C(C)C)C1C)C)C (ethyl(3-(4-isopropylphenyl)-4,6,7-trimethyl-2,3-dihydro-1-benzofuran-5-yl)oxamate), C(C)(C)(C)[Mg]Cl (tert-butylmagnesium chloride). Solvent: C1CCOC1 (THF). Reaction conditions: time 30 minute. Product: C(C)(C)C1=CC=C(C=C1)C1COC2=C1C(=C(C(=C2C)C)NC(C(C(C)(C)C)=O)=O)C (N-(3-(4-Isopropylphenyl)-4,6,7-trimethyl-2,3-dihydro-1-benzofuran-5-yl)-3,3-dimethyl-2-oxobutanamide). The yield is 28.5%. As a reaction SMILES: C([N:3]([C:9]1[C:10]([CH3:29])=[C:11]([CH3:28])[C:12]2[O:16][CH2:15][CH:14]([C:17]3[CH:22]=[CH:21][C:20]([CH:23]([CH3:25])[CH3:24])=[CH:19][CH:18]=3)[C:13]=2[C:26]=1[CH3:27])[C:4](=[O:8])[C:5]([O-:7])=O)C.[C:30]([Mg]Cl)([CH3:33])([CH3:32])[CH3:31]>C1COCC1>[CH:23]([C:20]1[CH:21]=[CH:22][C:17]([CH:14]2[C:13]3[C:26]([CH3:27])=[C:9]([NH:3][C:4](=[O:8])[C:5](=[O:7])[C:30]([CH3:33])([CH3:32])[CH3:31])[C:10]([CH3:29])=[C:11]([CH3:28])[C:12]=3[O:16][CH2:15]2)=[CH:18][CH:19]=1)([CH3:24])[CH3:25]. Reported procedure: To a solution of ethyl(3-(4-isopropylphenyl)-4,6,7-trimethyl-2,3-dihydro-1-benzofuran-5-yl)oxamate (100 mg, 0.25 mmol) obtained in Example 15 in THF (3 ml) was added dropwise at 0° C. under an argon atmosphere tert-butylmagnesium chloride (2.0 M THF solution, 0.26 mL, 0.5 mmol) and the mixture was stirred for 30 minutes. After the reaction solution was stirred at room temperature for 1 hour, the reaction solution was added to ice and the product was extracted with ethyl acetate. The organic laye... Starting materials: ClC1=CC(=C(CN2N=CC3=CC(=CC=C23)C=C2C(N=C(S2)SCC)=O)C=C1)C(F)(F)F (5-[1-(4-Chloro-2-trifluoromethyl-benzyl)-1H-indazol-5-ylmethylene]-2-ethylsulfanyl-thiazol-4-one), N1[C@@H](COCC1)CO ((3R)-Morpholin-3-yl-methanol). Product: ClC1=CC(=C(CN2N=CC3=CC(=CC=C23)C=C2C(N=C(S2)N2[C@@H](COCC2)CO)=O)C=C1)C(F)(F)F (5-[1-(4-Chloro-2-trifluoromethyl-benzyl)-1H-indazol-5-ylmethylene]-2-(3(R)-hydroxymethyl-morpholin-4-yl)-thiazol-4-one). As a reaction SMILES: [Cl:1][C:2]1[CH:27]=[CH:26][C:5]([CH2:6][N:7]2[C:15]3[C:10](=[CH:11][C:12]([CH:16]=[C:17]4[S:21][C:20](SCC)=[N:19][C:18]4=[O:25])=[CH:13][CH:14]=3)[CH:9]=[N:8]2)=[C:4]([C:28]([F:31])([F:30])[F:29])[CH:3]=1.[NH:32]1[CH2:37][CH2:36][O:35][CH2:34][C@H:33]1[CH2:38][OH:39]>>[Cl:1][C:2]1[CH:27]=[CH:26][C:5]([CH2:6][N:7]2[C:15]3[C:10](=[CH:11][C:12]([CH:16]=[C:17]4[S:21][C:20]([N:32]5[CH2:37][CH2:36][O:35][CH2:34][C@H:33]5[CH2:38][OH:39])=[N:19][C:18]4=[O:25])=[CH:13][CH:14]=3)[CH:9]=[N:8]2)=[C:4]([C:28]([F:29])([F:31])[F:30])[CH:3]=1. Procedure details: 5-[1-(4-Chloro-2-trifluoromethyl-benzyl)-1H-indazol-5-ylmethylene]-2-(3(R)-hydroxymethyl-morpholin-4-yl)-thiazol-4-one was prepared from 5-[1-(4-Chloro-2-trifluoromethyl-benzyl)-1H-indazol-5-ylmethylene]-2-ethylsulfanyl-thiazol-4-one and (3R)-Morpholin-3-yl-methanol following General Procedure C. Starting materials: CC(C)OC(C)C, Cl, CC(C)(C)OC(=O)NC1COc2cccc(-c3ccccc3)c2NC1=O, C1COCCO1. The product is Cl, NC1COc2cccc(-c3ccccc3)c2NC1=O. As a reaction SMILES: [CH:28]([O:29][CH:30]([CH3:31])[CH3:32])([CH3:33])[CH3:34].[ClH:1].[O:2]=[C:3]1[CH:4]([NH:20][C:21](=[O:22])[O:23][C:24]([CH3:25])([CH3:26])[CH3:27])[CH2:5][O:6][c:7]2[c:8]([c:10](-[c:14]3[cH:15][cH:16][cH:17][cH:18][cH:19]3)[cH:11][cH:12][cH:13]2)[NH:9]1.[O:35]1[CH2:36][CH2:37][O:38][CH2:39][CH2:40]1>>[ClH:1].[O:2]=[C:3]1[CH:4]([NH2:20])[CH2:5][O:6][c:7]2[c:8]([c:10](-[c:14]3[cH:15][cH:16][cH:17][cH:18][cH:19]3)[cH:11][cH:12][cH:13]2)[NH:9]1. Reaction SMILES: [CH:18]([N:19]([CH2:20][CH3:21])[CH:22]([CH3:23])[CH3:24])([CH3:25])[CH3:26].[CH:1]1([C:7](=[O:8])[Cl:9])[CH2:2][CH2:3][CH2:4][CH2:5][CH2:6]1.[Cl:27][CH2:28][Cl:29].[ClH:10].[NH2:11][c:12]1[cH:13][cH:14][cH:15][cH:16][cH:17]1>>[CH:1]1([C:7](=[O:8])[NH:11][c:12]2[cH:13][cH:14][cH:15][cH:16][cH:17]2)[CH2:2][CH2:3][CH2:4][CH2:5][CH2:6]1. Reactants: CCN(C(C)C)C(C)C, O=C(Cl)C1CCCCC1, ClCCl, Cl, Nc1ccccc1. Yields the product O=C(Nc1ccccc1)C1CCCCC1. Yields the product COC1=CC=C(C=C1)C(CCN1CCNCC1)C1(CCCCC1)O (1-[1-(4-Methoxyphenyl)-3-(1-piperazinyl)propyl]cyclohexanol). Solvent: C(C)O (ethanol). Reactants: Cl.Cl.COC1=CC=C(C=C1)C(=CCN1CCN(CC1)CC1=CC=CC=C1)C1(CCCCC1)O (1-[1-(4-methoxyphenyl)-3-[4-(phenylmethyl)-1-piperazinyl]-1-propenyl]cyclohexanol, dihydrochloride). RXN SMILES: Cl.Cl.[CH3:3][O:4][C:5]1[CH:10]=[CH:9][C:8]([C:11]([C:27]2([OH:33])[CH2:32][CH2:31][CH2:30][CH2:29][CH2:28]2)=[CH:12][CH2:13][N:14]2[CH2:19][CH2:18][N:17](CC3C=CC=CC=3)[CH2:16][CH2:15]2)=[CH:7][CH:6]=1>C(O)C.[Pd]>[CH3:3][O:4][C:5]1[CH:10]=[CH:9][C:8]([CH:11]([C:27]2([OH:33])[CH2:28][CH2:29][CH2:30][CH2:31][CH2:32]2)[CH2:12][CH2:13][N:14]2[CH2:19][CH2:18][NH:17][CH2:16][CH2:15]2)=[CH:7][CH:6]=1 |f:0.1.2|. The reagents and catalysts are [Pd] (Pd/C). Reported procedure: A solution of 1-[1-(4-methoxyphenyl)-3-[4-(phenylmethyl)-1-piperazinyl]-1-propenyl]cyclohexanol, dihydrochloride (14.6 g, 29.6 mmole) in ethanol (250 mL) was hydrogenated in a Parr apparatus over 10% Pd/C for 65 hours. The catalyst was filtered and the filtrate evaporated. The residue was partitioned between ethyl acetate (120 mL) and N sodium hydroxide (65 mL). The layers were separated. The aqueous phase was extracted with ethyl acetate. The combined organic solution was washed with brine, dri... The reactants are C(C1=CC=CC=C1)N (Benzylamine), ClS(=O)(=O)CC1=CC=C(CC2=CC=C(C=C2)[N+](=O)[O-])C=C1 (4-(4-chlorosulfonylmethyl-benzyl)-nitrobenzene), C([O-])([O-])=O.[K+].[K+] (potassium carbonate). Solvent: O1CCCC1 (tetrahydrofuran). Run at time 2 hour. The product is C(C1=CC=CC=C1)NS(=O)(=O)CC1=CC=C(CC2=CC=C(C=C2)[N+](=O)[O-])C=C1 (4-(4-benzylaminosulfonylmethylbenzyl)-nitrobenzene). RXN SMILES: [CH2:1]([NH2:8])[C:2]1[CH:7]=[CH:6][CH:5]=[CH:4][CH:3]=1.Cl[S:10]([CH2:13][C:14]1[CH:29]=[CH:28][C:17]([CH2:18][C:19]2[CH:24]=[CH:23][C:22]([N+:25]([O-:27])=[O:26])=[CH:21][CH:20]=2)=[CH:16][CH:15]=1)(=[O:12])=[O:11].C(=O)([O-])[O-].[K+].[K+]>O1CCCC1>[CH2:1]([NH:8][S:10]([CH2:13][C:14]1[CH:29]=[CH:28][C:17]([CH2:18][C:19]2[CH:24]=[CH:23][C:22]([N+:25]([O-:27])=[O:26])=[CH:21][CH:20]=2)=[CH:16][CH:15]=1)(=[O:11])=[O:12])[C:2]1[CH:7]=[CH:6][CH:5]=[CH:4][CH:3]=1 |f:2.3.4|. Procedure: Benzylamine (0.3 mL) was added to a solution of 4-(4-chlorosulfonylmethyl-benzyl)-nitrobenzene (100 mg) in tetrahydrofuran (4 mL). The mixture was stirred for 2 hours, poured into dilute aqueous potassium carbonate, and extracted with dichloromethane (3×15 mL). Solvents were evaporated and the residue was chromatographed on silica gel, eluting with 2% acetone in dichloromethane, to give 4-(4-benzylaminosulfonylmethylbenzyl)-nitrobenzene (44 mg) as a solid.